From a dataset of the Open Reaction Database (ORD), a public repository of structured organic reaction records. describe an organic reaction: reactants, conditions, products, and yield The reactants are C(C1=CC=CC=C1)Br (benzyl bromide), [H-].[Na+] (sodium hydride), BrC1=CC=C(C=C1)[C@@]1(NC(N(C1=O)[C@H](C(=O)OC(C)(C)C)CC(C)C)=O)C (tert-Butyl (S)-2-((S)-4-(4-bromophenyl)-4-methyl-2,5-dioxoimidazolidin-1-yl)-2-(2-methylpropyl)acetate). The solvent is CN(C)C=O (DMF). Conditions: temperature 0 celsius, time 3 hour. Yields the product BrC1=CC=C(C=C1)[C@@]1(N(C(N(C1=O)[C@H](C(=O)OC(C)(C)C)CC(C)C)=O)CC1=CC=CC=C1)C (tert-Butyl (S)-2-((S)-4-(4-bromophenyl)-3-benzyl-4-methyl-2,5-dioxoimidazolidin-1-yl)-2-(2-methylpropyl)acetate). Isolated yield 93.0%. As a reaction SMILES: [CH2:1](Br)[C:2]1[CH:7]=[CH:6][CH:5]=[CH:4][CH:3]=1.[H-].[Na+].[Br:11][C:12]1[CH:17]=[CH:16][C:15]([C@@:18]2([CH3:37])[C:22](=[O:23])[N:21]([C@@H:24]([CH2:32][CH:33]([CH3:35])[CH3:34])[C:25]([O:27][C:28]([CH3:31])([CH3:30])[CH3:29])=[O:26])[C:20](=[O:36])[NH:19]2)=[CH:14][CH:13]=1>CN(C=O)C>[Br:11][C:12]1[CH:17]=[CH:16][C:15]([C@@:18]2([CH3:37])[C:22](=[O:23])[N:21]([C@@H:24]([CH2:32][CH:33]([CH3:34])[CH3:35])[C:25]([O:27][C:28]([CH3:29])([CH3:30])[CH3:31])=[O:26])[C:20](=[O:36])[N:19]2[CH2:1][C:2]2[CH:7]=[CH:6][CH:5]=[CH:4][CH:3]=2)=[CH:14][CH:13]=1 |f:1.2|. Procedure details: 540 μl (4.4 mmol) of benzyl bromide and then, at 0° C., 140 mg of a 55-65% strength sodium hydride dispersion in oil were added to a solution of 1.75 g (4 mmol) of 169.2 in 20 ml of absolute DMF and the mixture was stirred at 0° C. for 15 min and at room temperature for 3 h. After allowing to stand overnight, the solvent was removed in vacuo and the residue was chromatographed on silica gel using heptane/ethyl acetate=8/2. The product fractions were combined and the solvent was removed in vacuo.... Starting materials: [OH-].[Na+] (NaOH), CC1(C(C1)C(=O)O)C ((±)-2,2-dimethyl-cyclopropanecarboxylic acid), C(C)OC(COC1=C(C=C(C=C1)Cl)C1NCCC2=CC=CC=C12)=O ((±)-[4-chloro-2-(1,2,3,4-tetrahydro-isoquinolin-1-yl)-phenoxy]-acetic acid ethyl ester), Cl.CN(CCCN=C=NCC)C (N-(3-dimethylaminopropyl)-N′-ethylcarbodiimide hydrochloride). Solvent: C(=O)O (Formic acid), CN(C)C=O (DMF). The reagents and catalysts are CN(C)C=1C=CN=CC1 (DMAP). Reaction conditions: time 62 hour. Procedure details: To a solution of (±)-2,2-dimethyl-cyclopropanecarboxylic acid (26 mg, 0.20 mmol, 1.0 eq.) and (±)-[4-chloro-2-(1,2,3,4-tetrahydro-isoquinolin-1-yl)-phenoxy]-acetic acid ethyl ester (73 mg, 0.20 mmol, 1.0 eq.) in DMF (2.4 mL), DMAP (37 mg, 0.30 mmol, 1.5 eq.) and N-(3-dimethylaminopropyl)-N′-ethylcarbodiimide hydrochloride (58 mg, 0.30 mmol, 1.5 eq.) were added. The resulting solution was stirred at r.t. for 62 hours. 1M aq. NaOH soln. (1.2 mL) was added and the solution was stirred at r.t. for 3... RXN SMILES: [CH3:1][C:2]1([CH3:8])[CH2:4][CH:3]1[C:5](O)=[O:6].C([O:11][C:12](=[O:32])[CH2:13][O:14][C:15]1[CH:20]=[CH:19][C:18]([Cl:21])=[CH:17][C:16]=1[CH:22]1[C:31]2[C:26](=[CH:27][CH:28]=[CH:29][CH:30]=2)[CH2:25][CH2:24][NH:23]1)C.Cl.CN(C)CCCN=C=NCC.[OH-].[Na+]>CN(C=O)C.CN(C1C=CN=CC=1)C.C(O)=O>[Cl:21][C:18]1[CH:19]=[CH:20][C:15]([O:14][CH2:13][C:12]([OH:32])=[O:11])=[C:16]([CH:22]2[C:31]3[C:26](=[CH:27][CH:28]=[CH:29][CH:30]=3)[CH2:25][CH2:24][N:23]2[C:5]([CH:3]2[CH2:4][C:2]2([CH3:8])[CH3:1])=[O:6])[CH:17]=1 |f:2.3,4.5|. Yields the product ClC1=CC(=C(OCC(=O)O)C=C1)C1N(CCC2=CC=CC=C12)C(=O)C1C(C1)(C)C ((±)-{4-Chloro-2-[2-(2,2-dimethyl-cyclopropanecarbonyl)-1,2,3,4-tetrahydro-isoquinolin-1-yl]-phenoxy}-acetic acid). Run in CN(C)C=O (DMF). Reagents/catalysts: CC(=O)[O-].CC(=O)[O-].[Pd+2] (Pd(OAc)2), CC1=C(C=CC=C1)P(C2=C(C=CC=C2)C)C3=C(C=CC=C3)C (P(o-tol)3). Isolated yield 90.7%. The reactants are C(C)(C)(C)OC(=O)N1CC2(CCC1)OC1=C(C(N2)=O)C=C(C=C1)Br ((±)-6-bromo-3,4-dihydro-4-oxo-spiro-[2H-(1,3)-benzoxazine-2,3′-piperidine]-1′-carboxylic acid tert-butyl ester), TEA, C(C=C)(=O)OC (methyl acrylate), COC(\C=C\C=1C=C2C(CC3(CNC3)OC2=CC1)=O)=O ((E)-3-[4-oxo-spiro(chromane-2,3′-azetidine)-6-yl]-acrylic acid methyl ester). The product is COC(\C=C\C=1C=CC2=C(C(NC3(CN(CCC3)C(=O)OC(C)(C)C)O2)=O)C1)=O ((±)-(E)-3-{1′-tert-butoxycarbonyl-3,4-dihydro-4-oxo-spiro[2H-(1,3)-benzoxazine-2,3′-piperidin]-6-yl}-acrylic acid methyl ester). Reaction SMILES: [C:1]([O:5][C:6]([N:8]1[CH2:13][CH2:12][CH2:11][C:10]2([NH:18][C:17](=[O:19])[C:16]3[CH:20]=[C:21](Br)[CH:22]=[CH:23][C:15]=3[O:14]2)[CH2:9]1)=[O:7])([CH3:4])([CH3:3])[CH3:2].[C:25]([O:29][CH3:30])(=[O:28])[CH:26]=[CH2:27].COC(=O)/C=C/C1C=C2C(=CC=1)OC1(CNC1)CC2=O>CN(C=O)C.CC([O-])=O.CC([O-])=O.[Pd+2].CC1C=CC=CC=1P(C1C=CC=CC=1C)C1C=CC=CC=1C>[CH3:30][O:29][C:25](=[O:28])/[CH:26]=[CH:27]/[C:21]1[CH:22]=[CH:23][C:15]2[O:14][C:10]3([CH2:11][CH2:12][CH2:13][N:8]([C:6]([O:5][C:1]([CH3:4])([CH3:3])[CH3:2])=[O:7])[CH2:9]3)[NH:18][C:17](=[O:19])[C:16]=2[CH:20]=1 |f:4.5.6|. Reported procedure: A solution of (±)-6-bromo-3,4-dihydro-4-oxo-spiro-[2H-(1,3)-benzoxazine-2,3′-piperidine]-1′-carboxylic acid tert-butyl ester (2.50 g, 6.30 mmol) in dry DMF (5 ml) was treated with Pd(OAc)2 (26.0 mg, 0.130 mmol), P(o-tol)3 (76.6 mg, 0.252 mmol), TEA (2.6 ml, 19 mmol) and methyl acrylate (1.7 ml, 19 mmol) following the procedure described for Intermediate 4, Step B, to give (±)-(E)-3-{1′-tert-butoxycarbonyl-3,4-dihydro-4-oxo-spiro[2H-(1,3)-benzoxazine-2,3′-piperidin]-6-yl}-acrylic acid methyl este... Procedure details: To a solution of 9.60 ml (68.5 mmol, 1.5 eq.) of diisopropylamine in 100 ml of THF at -78° C. under argon was added 28.2 ml (45.0 mmol, 1.0 eq.) of 1.6 M n-butyllithium in hexanes over 20 minutes. After warming to 0° C. for 15 minutes, the solution was recooled to-78° C. and 6.05 ml (45 mmol, 1.0 eq) of t-butyl acetate was added over 20 minutes. After an additional 15 minutes, 16.0 ml (92 mmol, 2.05 eq.) of hexamethylphosphoramide (HMPA) was added, followed by a solution of 12.53 g (45.0 mmol) o... Reaction conditions: temperature 0 celsius, time 15 minute. Reactants: C(C)(C)NC(C)C (diisopropylamine), C(CCC)[Li] (n-butyllithium), CN(P(=O)(N(C)C)N(C)C)C (hexamethylphosphoramide), C(C=C(C)CCC=C(C)CCC=C(C)C)Br (farnesyl bromide), C(C)(=O)OC(C)(C)C (t-butyl acetate). Solvent: C1CCOC1 (THF), hexanes, C1CCOC1 (THF). Isolated yield 65.0%. Yields the product C\C(=C/CCC(=O)OC(C)(C)C)\CC\C=C(\CCC=C(C)C)/C ((E,E)-5,9,13-Trimethyl-4,8,12-tetradecatrienoic acid, 1,1-dimethylethyl ester). RXN SMILES: C(NC(C)C)(C)C.C([Li])CCC.[C:13]([O:16][C:17]([CH3:20])([CH3:19])[CH3:18])(=[O:15])[CH3:14].CN(C)P(N(C)C)(N(C)C)=O.[CH2:32](Br)[CH:33]=[C:34]([CH2:36][CH2:37][CH:38]=[C:39]([CH2:41][CH2:42][CH:43]=[C:44]([CH3:46])[CH3:45])[CH3:40])[CH3:35]>C1COCC1>[CH3:35]/[C:34](/[CH2:36][CH2:37]/[CH:38]=[C:39](\[CH3:40])/[CH2:41][CH2:42][CH:43]=[C:44]([CH3:46])[CH3:45])=[CH:33]\[CH2:32][CH2:14][C:13]([O:16][C:17]([CH3:20])([CH3:19])[CH3:18])=[O:15]. The reactants are BrCc1ccccc1, OCCCCCCCCCCO, OCCCCCCCCCCOCc1ccccc1, O=C(O)CCCCCCCCCOCc1ccccc1, CN(C)CC(N)CC(=O)OCc1ccccc1, Cl, Cl. Product: CN(C)CC(CC(=O)OCc1ccccc1)NC(=O)CCCCCCCCCOCc1ccccc1. RXN SMILES: [Br:13][CH2:14][c:15]1[cH:16][cH:17][cH:18][cH:19][cH:20]1.[CH2:1]([OH:2])[CH2:3][CH2:4][CH2:5][CH2:6][CH2:7][CH2:8][CH2:9][CH2:10][CH2:11][OH:12].[CH2:21]([c:22]1[cH:23][cH:24][cH:25][cH:26][cH:27]1)[O:28][CH2:29][CH2:30][CH2:31][CH2:32][CH2:33][CH2:34][CH2:35][CH2:36][CH2:37][CH2:38][OH:39].[CH2:40]([O:41][CH2:42][CH2:43][CH2:44][CH2:45][CH2:46][CH2:47][CH2:48][CH2:49][CH2:50][C:51]([OH:52])=[O:53])[c:54]1[cH:55][cH:56][cH:57][cH:58][cH:59]1.[CH2:62]([c:63]1[cH:64][cH:65][cH:66][cH:67][cH:68]1)[O:69][C:70]([CH2:71][CH:72]([CH2:73][N:74]([CH3:75])[CH3:76])[NH2:77])=[O:78].[ClH:60].[ClH:61]>>[CH2:21]([c:22]1[cH:23][cH:24][cH:25][cH:26][cH:27]1)[O:28][CH2:29][CH2:30][CH2:31][CH2:32][CH2:33][CH2:34][CH2:35][CH2:36][CH2:37][C:38](=[O:39])[NH:77][CH:72]([CH2:71][C:70]([O:69][CH2:62][c:63]1[cH:64][cH:65][cH:66][cH:67][cH:68]1)=[O:78])[CH2:73][N:74]([CH3:75])[CH3:76].